Task: describe an organic reaction: reactants, conditions, products, and yield. Dataset: the Open Reaction Database (ORD), a public repository of structured organic reaction records The reactants are N1=CC(=CC=C1)C1=NN=NN1 (5-(3-pyridyl)-tetrazole), [OH-].[Na+] (sodium hydroxide), CI (methyl iodide). Solvent: C(C)O (ethanol). Product: CN1N=C(N=N1)C=1C=NC=CC1 (2-Methyl-5-(3-pyridyl)-2H-tetrazole). The yield is 29.4%. As a reaction SMILES: [N:1]1[CH:6]=[CH:5][CH:4]=[C:3]([C:7]2[NH:11][N:10]=[N:9][N:8]=2)[CH:2]=1.[OH-].[Na+].[CH3:14]I>C(O)C>[CH3:14][N:9]1[N:10]=[N:11][C:7]([C:3]2[CH:2]=[N:1][CH:6]=[CH:5][CH:4]=2)=[N:8]1 |f:1.2|. Reported procedure: 5-(3-pyridyl)-tetrazole (11) (J. M. McManus and R. M. Herbst, J. Am. Chem. Soc., 24 (1959) 1462-64) (10 g, 0.068 mol), sodium hydroxide (2.73 g, 0.068 mol), and methyl iodide (14.5 g, 0.1 mol) in ethanol (100 ml) was stirred at 40° C. overnight. The mixture was filtered and the filtrate was evaporated. The residue was dissolved in dichloromethane (100 ml), and the solution was washed three times with water (100 ml). The organic phase was dried over magnesium sulphate and evaporated yielding 3.21... RXN SMILES: [NH:1]([C:5]1[S:6][CH:7]=[C:8]([CH2:10][CH2:11][CH2:12][CH2:13][CH2:14][NH:15][C:16](=[N:19][C:20]#[N:21])SC)[N:9]=1)[C:2]([NH2:4])=[NH:3].[CH3:22][NH2:23]>C(O)C>[NH:1]([C:5]1[S:6][CH:7]=[C:8]([CH2:10][CH2:11][CH2:12][CH2:13][CH2:14][NH:15][C:16]([NH:23][CH3:22])=[N:19][C:20]#[N:21])[N:9]=1)[C:2]([NH2:4])=[NH:3]. Starting materials: N(C(=N)N)C=1SC=C(N1)CCCCCNC(SC)=NC#N (2-guanidino-4-[5-(3-cyano-2-methylisothioureido)pentyl]thiazole), CN (methylamine). Run in C(C)O (ethanol). Procedure: To a solution of 2-guanidino-4-[5-(3-cyano-2-methylisothioureido)pentyl]thiazole in ethanol was added ethanolic methylamine (33% w/v, 15 ml.). The mixture was allowed to stand overnight and then evaporated to dryness. The residue was crystallized from acetonitrile to give 2-guanidino-4-[5-(2-cyano-3-methylguanidino)pentyl]thiazole, m.p. 109°-113° C. Yields the product N(C(=N)N)C=1SC=C(N1)CCCCCNC(=NC#N)NC (2-guanidino-4-[5-(2-cyano-3-methylguanidino)pentyl]thiazole). Run at time 8 hour. The reactants are C(CC(=O)OCC)(=O)OC(C)(C)C (tert-butyl ethyl malonate), [H-].[Na+] (sodium hydride), Cl.C[Si](CCCCCCCCCCCCCCNC1=CC=C(C(=O)Cl)C=C1)(C)C (4-[14-(trimethylsilyl)tetradecylamino]benzoyl chloride hydrochloride). Run in COCCOC (1,2-dimethoxyethane), COCCOC (1,2-dimethoxyethane), COCCOC (1,2-dimethoxyethane). The product is C[Si](CCCCCCCCCCCCCCNC1=CC=C(C(=O)C(C(=O)OC(C)(C)C)C(=O)OCC)C=C1)(C)C (tert-Butyl ethyl 4-[14-(trimethylsilyl)tetradecylamino]benzoylmalonate). RXN SMILES: [C:1]([O:9][C:10]([CH3:13])([CH3:12])[CH3:11])(=[O:8])[CH2:2][C:3]([O:5][CH2:6][CH3:7])=[O:4].[H-].[Na+].Cl.[CH3:17][Si:18]([CH3:44])([CH3:43])[CH2:19][CH2:20][CH2:21][CH2:22][CH2:23][CH2:24][CH2:25][CH2:26][CH2:27][CH2:28][CH2:29][CH2:30][CH2:31][CH2:32][NH:33][C:34]1[CH:42]=[CH:41][C:37]([C:38](Cl)=[O:39])=[CH:36][CH:35]=1>COCCOC>[CH3:44][Si:18]([CH3:17])([CH3:43])[CH2:19][CH2:20][CH2:21][CH2:22][CH2:23][CH2:24][CH2:25][CH2:26][CH2:27][CH2:28][CH2:29][CH2:30][CH2:31][CH2:32][NH:33][C:34]1[CH:35]=[CH:36][C:37]([C:38]([CH:2]([C:3]([O:5][CH2:6][CH3:7])=[O:4])[C:1]([O:9][C:10]([CH3:12])([CH3:11])[CH3:13])=[O:8])=[O:39])=[CH:41][CH:42]=1 |f:1.2,3.4|. Procedure details: A solution of 14 g. of tert-butyl ethyl malonate in 5 ml. of 1,2-dimethoxyethane is added to a suspension of 2.0 g. of sodium hydride in 1,2-dimethoxyethane under argon. A solution of 8.4 g. of 4-[14-(trimethylsilyl)tetradecylamino]benzoyl chloride hydrochloride in 1,2-dimethoxyethane is then added. The reaction mixture is refluxed for 5 hours, cooled, poured on ice and extracted with ether. The ether solution is washed with water and saturated sodium chloride solution, dried with anhydrous sodi... Reactants: C1(=CC=CC=C1)SC1=CC=C(C=C1)OC1CCCC1 (4-cyclopentyloxyphenyl phenyl sulfide), OO (hydrogen peroxide), C1(=CC=CC=C1)C (toluene). Reagents/catalysts: O.O.O.O.O.S(=S)(=O)([O-])[O-].[Na+].[Na+] (sodium thiosulfate pentahydrate). Solvent: O (water), C(C)(=O)O (acetic acid), C(C)(=O)OCC (ethyl acetate), O (water). Reaction conditions: time 18 hour. The product is C1(=CC=CC=C1)S(=O)C1=CC=C(C=C1)OC1CCCC1 (4-cyclopentyloxyphenyl phenyl sulfoxide). Yield: 96.0%. Reaction SMILES: [C:1]1([S:7][C:8]2[CH:13]=[CH:12][C:11]([O:14][CH:15]3[CH2:19][CH2:18][CH2:17][CH2:16]3)=[CH:10][CH:9]=2)[CH:6]=[CH:5][CH:4]=[CH:3][CH:2]=1.[OH:20]O.C1(C)C=CC=CC=1>C(O)(=O)C.O.O.O.O.O.S([O-])([O-])(=O)=S.[Na+].[Na+].O.C(OCC)(=O)C>[C:1]1([S:7]([C:8]2[CH:9]=[CH:10][C:11]([O:14][CH:15]3[CH2:19][CH2:18][CH2:17][CH2:16]3)=[CH:12][CH:13]=2)=[O:20])[CH:6]=[CH:5][CH:4]=[CH:3][CH:2]=1 |f:4.5.6.7.8.9.10.11|. Procedure details: In 100 g of acetic acid was dissolved 13.8 g of 4-cyclopentyloxyphenyl phenyl sulfide obtained in Synthesis Example 1-25. While the solution was maintained at an internal temperature of 30° C., 4.8 g of 35 wt % aqueous hydrogen peroxide was added dropwise. The reaction solution was aged at room temperature for 18 hours, after which under ice cooling, a mixture of 0.5 g sodium thiosulfate pentahydrate and 15 g water was added dropwise to quench the reaction. The solution was combined with 100 g o... Starting materials: CCc1nc2c(F)ccc(OCC(=O)OC)c2c(OC(F)F)c1Cc1ccc(Cl)cc1F, [Li+], C1CCOC1, [OH-]. The product is CCc1nc2c(F)ccc(OCC(=O)O)c2c(OC(F)F)c1Cc1ccc(Cl)cc1F. Reaction SMILES: [CH3:1][O:2][C:3]([CH2:4][O:5][c:6]1[c:7]2[c:8]([O:28][CH:29]([F:30])[F:31])[c:9]([CH2:19][c:20]3[c:21]([F:27])[cH:22][c:23]([Cl:26])[cH:24][cH:25]3)[c:10]([CH2:17][CH3:18])[n:11][c:12]2[c:13]([F:16])[cH:14][cH:15]1)=[O:32].[Li+:33].[O:35]1[CH2:36][CH2:37][CH2:38][CH2:39]1.[OH-:34]>>[O:2]=[C:3]([CH2:4][O:5][c:6]1[c:7]2[c:8]([O:28][CH:29]([F:30])[F:31])[c:9]([CH2:19][c:20]3[c:21]([F:27])[cH:22][c:23]([Cl:26])[cH:24][cH:25]3)[c:10]([CH2:17][CH3:18])[n:11][c:12]2[c:13]([F:16])[cH:14][cH:15]1)[OH:32].